From a dataset of the Open Reaction Database (ORD), a public repository of structured organic reaction records. describe an organic reaction: reactants, conditions, products, and yield Procedure: A mixture of 4-cyano-1,1-dioxo-hexahydro-1λ6-thiopyran-4-carboxylic acid tert-butyl ester (208 mg) and Raney Ni (0.5 mL in water) in MeOH (20 mL) was stirred at rt under H2 atmosphere (balloon) overnight. Then the reaction mixture was filtered over Celite pad, filtrate was concentrated to give the desired product 4-aminomethyl-1,1-dioxo-hexahydro-1λ6-thiopyran-4-carboxylic acid tert-butyl ester (212 mg), which was used in the next step. A mixture of 1-cyano-4-hydroxy-7-phenoxy-isoquinoline-3-car... The reactants are COC(=O)C=1N=C(C2=CC(=CC=C2C1O)OC1=CC=CC=C1)C#N (1-cyano-4-hydroxy-7-phenoxy-isoquinoline-3-carboxylic acid methyl ester), C(C)(C)(C)OC(=O)C1(CCS(CC1)(=O)=O)CN (4-aminomethyl-1,1-dioxo-hexahydro-1λ6-thiopyran-4-carboxylic acid tert-butyl ester). Yield: 12.1%. Yields the product C(C)(C)(C)OC(=O)C1(CCS(CC1)(=O)=O)CNC(=O)C=1N=C(C2=CC(=CC=C2C1O)OC1=CC=CC=C1)C#N (4-{[(1-Cyano-4-hydroxy-7-phenoxy-isoquinoline-3-carbonyl)-amino]-methyl}-1,1-dioxo-hexahydro-1λ6-thiopyran-4-carboxylic acid tert-butyl ester). RXN SMILES: CO[C:3]([C:5]1[N:6]=[C:7]([C:23]#[N:24])[C:8]2[C:13]([C:14]=1[OH:15])=[CH:12][CH:11]=[C:10]([O:16][C:17]1[CH:22]=[CH:21][CH:20]=[CH:19][CH:18]=1)[CH:9]=2)=[O:4].[C:25]([O:29][C:30]([C:32]1([CH2:40][NH2:41])[CH2:37][CH2:36][S:35](=[O:39])(=[O:38])[CH2:34][CH2:33]1)=[O:31])([CH3:28])([CH3:27])[CH3:26]>CCO>[C:25]([O:29][C:30]([C:32]1([CH2:40][NH:41][C:3]([C:5]2[N:6]=[C:7]([C:23]#[N:24])[C:8]3[C:13]([C:14]=2[OH:15])=[CH:12][CH:11]=[C:10]([O:16][C:17]2[CH:22]=[CH:21][CH:20]=[CH:19][CH:18]=2)[CH:9]=3)=[O:4])[CH2:33][CH2:34][S:35](=[O:38])(=[O:39])[CH2:36][CH2:37]1)=[O:31])([CH3:28])([CH3:27])[CH3:26]. Solvent: CCO (EtOH). Starting materials: FC(C(=O)N[C@H]1CCC(=O)OC1=O)(F)F (N-trifluoroacetyl-L-glutamic anhydride), [Al+3].[Cl-].[Cl-].[Cl-] (AlCl3), ice, Cl (HCl), C(C)(=O)OCC (ethyl acetate). The solvent is C1=CC=CC=C1 (benzene). The product is C(C1=CC=CC=C1)(=O)CC[C@@H](C(=O)O)NC(C(F)(F)F)=O (4-Benzoyl-2(S)-trifluoroacetamidobutyric acid). Reaction SMILES: [F:1][C:2]([F:15])([F:14])[C:3]([NH:5][C@@H:6]1[C:12](=[O:13])[O:11][C:9](=[O:10])[CH2:8][CH2:7]1)=[O:4].[Al+3].[Cl-].[Cl-].[Cl-].Cl.C(O[CH2:25][CH3:26])(=O)C>C1C=CC=CC=1>[C:9]([CH2:8][CH2:7][C@H:6]([NH:5][C:3](=[O:4])[C:2]([F:15])([F:14])[F:1])[C:12]([OH:11])=[O:13])(=[O:10])[C:26]1[CH:25]=[CH:8][CH:7]=[CH:6][CH:12]=1 |f:1.2.3.4|. Procedure: Heat at reflux for 3 hours a mixture of N-trifluoroacetyl-L-glutamic anhydride (18.0 g, 80 mmol) and AlCl3 (23.5 g, 177 mmol) in dry benzene (400 ml). Allow to cool, treat with ice (400 ml), conc. HCl (100 ml), and ethyl acetate (EtOAc) (400 ml). Dry the organic layer and concentrate to obtain the title compound as a brown crystalline solid (25 g). The reactants are C(C)(C)(C)OC(=O)N1C[C@H]([C@@H](C1)CN(C(C1=CC(=C(C=C1)OC)OCCCOC)=O)C(C)C)C=O ((3S*,4R*)-3-formyl-4-({isopropyl-[4-methoxy-3-(3-methoxy-propoxy)-benzoyl]-amino}-methyl)-pyrrolidine-1-carboxylic acid tert-butyl ester), [NH4+].[OH-] (NH4OH), C1(CC1)N (cyclopropylamine), C(Cl)Cl.CO (CH2Cl2 MeOH). The solvent is O (H2O), CC#N (CH3CN), CC#N (CH3CN), CC#N (CH3CN). Product: C(C)(C)(C)OC(=O)N1C[C@H]([C@@H](C1)CN(C(C1=CC(=C(C=C1)OC)OCCCOC)=O)C(C)C)CNC1CC1 ((3R*,4R*)-3-Cyclopropylaminomethyl-4-({isopropyl-[4-methoxy-3-(3-methoxy-propoxy)-benzoyl]-amino}-methyl)-pyrrolidine-1-carboxylic acid tert-butyl ester). As a reaction SMILES: [C:1]([O:5][C:6]([N:8]1[CH2:12][C@@H:11]([CH2:13][N:14]([CH:31]([CH3:33])[CH3:32])[C:15](=[O:30])[C:16]2[CH:21]=[CH:20][C:19]([O:22][CH3:23])=[C:18]([O:24][CH2:25][CH2:26][CH2:27][O:28][CH3:29])[CH:17]=2)[C@H:10]([CH:34]=O)[CH2:9]1)=[O:7])([CH3:4])([CH3:3])[CH3:2].[CH:36]1([NH2:39])[CH2:38][CH2:37]1.C(Cl)Cl.CO.[NH4+].[OH-]>O.CC#N>[C:1]([O:5][C:6]([N:8]1[CH2:12][C@@H:11]([CH2:13][N:14]([CH:31]([CH3:33])[CH3:32])[C:15](=[O:30])[C:16]2[CH:21]=[CH:20][C:19]([O:22][CH3:23])=[C:18]([O:24][CH2:25][CH2:26][CH2:27][O:28][CH3:29])[CH:17]=2)[C@H:10]([CH2:34][NH:39][CH:36]2[CH2:38][CH2:37]2)[CH2:9]1)=[O:7])([CH3:4])([CH3:3])[CH3:2] |f:2.3,4.5|. Reported procedure: The title compound is prepared analogously as described for the title compound under J in Example 9 from (3S*,4R*)-3-formyl-4-({isopropyl-[4-methoxy-3-(3-methoxy-propoxy)-benzoyl]-amino}-methyl)-pyrrolidine-1-carboxylic acid tert-butyl ester and cyclopropylamine. TLC, Rf (CH2Cl2/MeOH 9:1+10 % NH4OH)=0.48. MS (LC-MS): 534.4 [M+H]+; tR (HPLC, Macherey-Nagel Nucleosil C18 column, 5-100% CH3CN/H20/6 min, 100% CH3CN/2 min, CH3CN and H2O containing 0.1% TFA, flow: 1 mL/min): 4.53 min.